describe an organic reaction: reactants, conditions, products, and yield From a dataset of the Open Reaction Database (ORD), a public repository of structured organic reaction records. Starting materials: CCCl, Cc1nn2ccccc2c1C(=O)C1=CNCCC1, CN(C)C=O, [H-], [Na+]. Yields the product CCN1C=C(C(=O)c2c(C)nn3ccccc23)CCC1. As a reaction SMILES: [CH2:21]([CH3:22])[Cl:23].[CH3:1][c:2]1[n:3][n:4]2[c:5]([cH:6][cH:7][cH:8][cH:9]2)[c:10]1[C:11]([C:12]1=[CH:13][NH:14][CH2:15][CH2:16][CH2:17]1)=[O:18].[CH3:24][N:25]([CH3:26])[CH:27]=[O:28].[H-:19].[Na+:20]>>[CH3:1][c:2]1[n:3][n:4]2[c:5]([cH:6][cH:7][cH:8][cH:9]2)[c:10]1[C:11]([C:12]1=[CH:13][N:14]([CH2:21][CH3:22])[CH2:15][CH2:16][CH2:17]1)=[O:18].